Dataset: the Open Reaction Database (ORD), a public repository of structured organic reaction records. Task: describe an organic reaction: reactants, conditions, products, and yield Reactants: COC1=C(C=O)C=C(C=C1)C(C#C)(C)C (2-methoxy-5-(1,1-dimethyl-2-propynyl)benzaldehyde), N[C@@H]1[C@@H](N(CCC1)C(=O)OC(C)(C)C)C1=CC=CC=C1 ((2S,3S)-3-Amino-1-tert-butoxycarbonyl-2-phenylpiperidine), C(C)(C)(C)OC(=O)N1[C@H]([C@H](CCC1)NCC1=C(C=CC(=C1)C(C)C#N)OC)C1=CC=CC=C1 ((2S,3S)-1-tert-Butoxycarbonyl-3-(5-(1-cyanoethyl)-2-methoxybenzyl)amino-2-phenylpiperidine). Product: C(C)(C)(C)OC(=O)N1[C@H]([C@H](CCC1)NCC1=C(C=CC(=C1)C(C#C)(C)C)OC)C1=CC=CC=C1 ((2S,3S)-1-tert-Butoxycarbonyl-3-(2-methoxy-5-(1,1-dimethyl-2-propynyl)benzyl)amino-2-phenylpiperidine). As a reaction SMILES: [CH3:1][O:2][C:3]1[CH:10]=[CH:9][C:8]([C:11]([CH3:15])([CH3:14])[C:12]#[CH:13])=[CH:7][C:4]=1[CH:5]=O.[NH2:16][C@H:17]1[CH2:22][CH2:21][CH2:20][N:19]([C:23]([O:25][C:26]([CH3:29])([CH3:28])[CH3:27])=[O:24])[C@H:18]1[C:30]1[CH:35]=[CH:34][CH:33]=[CH:32][CH:31]=1.C(OC(N1CCC[C@H](NCC2C=C(C(C#N)C)C=CC=2OC)[C@@H]1C1C=CC=CC=1)=O)(C)(C)C>>[C:26]([O:25][C:23]([N:19]1[CH2:20][CH2:21][CH2:22][C@H:17]([NH:16][CH2:5][C:4]2[CH:7]=[C:8]([C:11]([CH3:15])([CH3:14])[C:12]#[CH:13])[CH:9]=[CH:10][C:3]=2[O:2][CH3:1])[C@@H:18]1[C:30]1[CH:35]=[CH:34][CH:33]=[CH:32][CH:31]=1)=[O:24])([CH3:29])([CH3:27])[CH3:28]. Procedure details: This compound was prepared from Compound 22 and Compound 17 in the same manner of Compound 18. Starting materials: C(C)SC1=CC2=C(N(C3=C(CC2(CC(=O)OCC)O)C=CC=C3)C)C=C1 (2-ethylthio-5-methyl-11-hydroxy-11-ethoxycarbonylmethyl-10,11-dihydro [5H] dibenzo (b,f) azepine), Cl (hydrochloric acid), ice. Solvent: C(C)O (ethanol). Conditions: time 3 hour. The product is C(C)SC1=CC2=C(N(C3=C(CC2=CC(=O)OCC)C=CC=C3)C)C=C1 (2-ethylthio-5-methyl-11-ethoxycarbonylmethylene-10,11-dihydro [5H] dibenzo (b,f) azepine). The yield is 82.0%. RXN SMILES: [CH2:1]([S:3][C:4]1[CH:26]=[CH:25][C:7]2[N:8]([CH3:24])[C:9]3[CH:23]=[CH:22][CH:21]=[CH:20][C:10]=3[CH2:11][C:12](O)([CH2:13][C:14]([O:16][CH2:17][CH3:18])=[O:15])[C:6]=2[CH:5]=1)[CH3:2].Cl>C(O)C>[CH2:1]([S:3][C:4]1[CH:26]=[CH:25][C:7]2[N:8]([CH3:24])[C:9]3[CH:23]=[CH:22][CH:21]=[CH:20][C:10]=3[CH2:11][C:12](=[CH:13][C:14]([O:16][CH2:17][CH3:18])=[O:15])[C:6]=2[CH:5]=1)[CH3:2]. Procedure details: A mixture of 35 g of 2-ethylthio-5-methyl-11-hydroxy-11-ethoxycarbonylmethyl-10,11-dihydro [5H] dibenzo (b,f) azepine, 500 ml of ethanol and 50 ml of 2N hydrochloric acid was stirred for 3 hours at room temperature. The mixture was poured into 2 kg of ice and the mixture was extracted with ethyl acetate. The organic extracts were washed with water, dried over magnesium sulfate and distilled to dryness under reduced pressure. The residue was chromatographed over silica gel with a 98-2 mixture of ... Starting materials: [BH4-], CS(=O)(=O)OCc1ccccc1, CN(C)C=O, [Na+], N#CSc1ccc(N)c([N+](=O)[O-])c1. Yields the product Nc1ccc(SCc2ccccc2)cc1[N+](=O)[O-]. Reaction SMILES: [BH4-:14].[CH3:16][S:17]([O:18][CH2:19][c:22]1[cH:23][cH:24][cH:25][cH:26][cH:27]1)(=[O:20])=[O:21].[CH3:28][N:29]([CH3:30])[CH:31]=[O:32].[Na+:15].[S:1]([C:2]#[N:3])[c:4]1[cH:5][c:6]([N+:11](=[O:12])[O-:13])[c:7]([NH2:8])[cH:9][cH:10]1>>[S:1]([CH2:2][c:22]1[cH:23][cH:24][cH:25][cH:26][cH:27]1)[c:4]1[cH:5][c:6]([N+:11](=[O:12])[O-:13])[c:7]([NH2:8])[cH:9][cH:10]1. Starting materials: CCSC1=NC(=O)C(=Cc2ccc3c(cnn3Cc3ccc(C(C)(C)O)cc3C(F)(F)F)c2)S1, OCC1CNCCO1. Product: CC(C)(O)c1ccc(Cn2ncc3cc(C=C4SC(N5CCOC(CO)C5)=NC4=O)ccc32)c(C(F)(F)F)c1. Reaction SMILES: [CH2:1]([S:2][C:4]1=[N:8][C:7](=[O:9])[C:6](=[CH:10][c:11]2[cH:12][c:13]3[cH:14][n:15][n:16]([CH2:20][c:21]4[c:22]([C:31]([F:32])([F:33])[F:34])[cH:23][c:24]([C:27]([CH3:28])([CH3:29])[OH:30])[cH:25][cH:26]4)[c:17]3[cH:18][cH:19]2)[S:5]1)[CH3:3].[O:35]1[CH:36]([CH2:41][OH:42])[CH2:37][NH:38][CH2:39][CH2:40]1>>[C:4]1([N:38]2[CH2:37][CH:36]([CH2:41][OH:42])[O:35][CH2:40][CH2:39]2)=[N:8][C:7](=[O:9])[C:6](=[CH:10][c:11]2[cH:12][c:13]3[cH:14][n:15][n:16]([CH2:20][c:21]4[c:22]([C:31]([F:32])([F:33])[F:34])[cH:23][c:24]([C:27]([CH3:28])([CH3:29])[OH:30])[cH:25][cH:26]4)[c:17]3[cH:18][cH:19]2)[S:5]1. Starting materials: C1=C(C=C(C(=C1[N+](=O)[O-])N)[N+](=O)[O-])[N+](=O)[O-] (picramide), C(C1=CC=CC=C1)ON (O-benzylhydroxylamine), C[O-].[Na+] (sodium methoxide), Cl (HCl). Run in CS(=O)C (DMSO). Run at time 15 hour. Yields the product C1=C(C(=C(C(=C1[N+](=O)[O-])N)[N+](=O)[O-])N)[N+](=O)[O-] (DATB). Isolated yield 87.4%. As a reaction SMILES: [CH:1]1[C:6]([N+:7]([O-:9])=[O:8])=[C:5]([NH2:10])[C:4]([N+:11]([O-:13])=[O:12])=[CH:3][C:2]=1[N+:14]([O-:16])=[O:15].C(O[NH2:25])C1C=CC=CC=1.C[O-].[Na+].Cl>CS(C)=O>[CH:1]1[C:2]([N+:14]([O-:16])=[O:15])=[C:3]([NH2:25])[C:4]([N+:11]([O-:13])=[O:12])=[C:5]([NH2:10])[C:6]=1[N+:7]([O-:9])=[O:8] |f:2.3|. Procedure details: DMSO (15 ml) is added with rapid stirring to a mixture of picramide (0.477 g, 2.09 mmol), O-benzylhydroxylamine (1.64 g, 10.3 mmol) and sodium methoxide (1.91 g, 35.4 mmol). The brown suspension is stirred at ambient temperature for 15 hr. The reaction mixture is poured into cold 0.12N aqueous HCl (200 ml). The resulting precipitate is collected, washed with water and dried to yield 0.444 g (87%) of DATB. The reactants are OC=1C=C(C=CC1)B(O)O (3-hydroxyphenyl boronic acid), solution, BrC=1C=C2C(=NC1)NC=C2CC(CN(C)C)=O (1-(5-bromo-1H-pyrrolo[2,3-b]pyridine-3-yl)-3-dimethylamino-propanone), NN (hydrazine), C([O-])([O-])=O.[Na+].[Na+] (sodium carbonate). The reagents and catalysts are Cl[Pd-2](P(C1=CC=CC=C1)(C1=CC=CC=C1)C1=CC=CC=C1)(P(C1=CC=CC=C1)(C1=CC=CC=C1)C1=CC=CC=C1)Cl (dichlorobis (triphenylphosphino)palladium (ii)). Solvent: C(C)#N (acetonitrile), CO (methanol), CCO (EtOH), O (water). Run at temperature 80 celsius, time 3 hour. Product: N=1NC(=CC1)C1=CNC2=NC=C(C=C21)C=2C=C(C=CC2)O (3-[3-(2H-pyrazol-3-yl)-1H-pyrrolo[2,3-b]pyridine-5-yl]-phenol). The yield is 34.1%. As a reaction SMILES: Br[C:2]1[CH:3]=[C:4]2[C:10]([CH2:11][C:12](=O)[CH2:13][N:14](C)C)=[CH:9][NH:8][C:5]2=[N:6][CH:7]=1.[NH2:18]N.[OH:20][C:21]1[CH:22]=[C:23](B(O)O)[CH:24]=[CH:25][CH:26]=1.C(=O)([O-])[O-].[Na+].[Na+]>CCO.O.CO.Cl[Pd-2](Cl)(P(C1C=CC=CC=1)(C1C=CC=CC=1)C1C=CC=CC=1)P(C1C=CC=CC=1)(C1C=CC=CC=1)C1C=CC=CC=1.C(#N)C>[N:14]1[NH:18][C:11]([C:10]2[C:4]3[C:5](=[N:6][CH:7]=[C:2]([C:25]4[CH:26]=[C:21]([OH:20])[CH:22]=[CH:23][CH:24]=4)[CH:3]=3)[NH:8][CH:9]=2)=[CH:12][CH:13]=1 |f:3.4.5|. Reported procedure: To a suspension of 1-(5-bromo-1H-pyrrolo[2,3-b]pyridine-3-yl)-3-dimethylamino-propanone (30 mg, 0.102 mmol) in EtOH was added hydrazine (5 uL, 0.122 mmol). The reaction mixture was stirred at 80° C. for 3 h, then concentrated in vacuo. To the crude was added 3-hydroxyphenyl boronic acid (18 mg, 0.1.32 mmol) and dichlorobis (triphenylphosphino)palladium (ii) (4 mg, 0.006 mmol), and 1 mL of a 1:1 mixture of acetonitrile, and a 2 M solution of sodium carbonate in water. The reaction was run in a Pe... Product: C(C)C(CC)(C1=CC(=C(C=C1)\C=C\C(C(F)(F)F)(C(F)(F)F)O)C)C1=CC(=C(C=C1)C1=CC(=CC=C1)CC(=O)O)C ((4′-{1-ethyl-1-[3-methyl-4-((E)-4,4,4-trifluoro-3-hydroxy-3-trifluoromethyl-1-butenyl)-phenyl]-propyl}-2′-methyl-biphenyl-3-yl)-acetic Acid). Starting materials: [OH-].[Na+] (sodium hydroxide), COC(CC=1C=C(C=CC1)C1=C(C=C(C=C1)C(CC)(C1=CC(=C(C=C1)\C=C\C(C(F)(F)F)(C(F)(F)F)O)C)CC)C)=O ((4′-{1-ethyl-1-[3-methyl-4-((E)-4,4,4-trifluoro-3-hydroxy-3-trifluoromethyl-1-butenyl)-phenyl]-propyl}-2′-methyl-biphenyl-3-yl)acetic acid methyl ester). As a reaction SMILES: [OH-].[Na+].C[O:4][C:5](=[O:44])[CH2:6][C:7]1[CH:8]=[C:9]([C:13]2[CH:18]=[CH:17][C:16]([C:19]([CH2:41][CH3:42])([C:22]3[CH:27]=[CH:26][C:25](/[CH:28]=[CH:29]/[C:30]([OH:39])([C:35]([F:38])([F:37])[F:36])[C:31]([F:34])([F:33])[F:32])=[C:24]([CH3:40])[CH:23]=3)[CH2:20][CH3:21])=[CH:15][C:14]=2[CH3:43])[CH:10]=[CH:11][CH:12]=1>CO.O1CCCC1>[CH2:20]([C:19]([C:16]1[CH:17]=[CH:18][C:13]([C:9]2[CH:10]=[CH:11][CH:12]=[C:7]([CH2:6][C:5]([OH:44])=[O:4])[CH:8]=2)=[C:14]([CH3:43])[CH:15]=1)([C:22]1[CH:27]=[CH:26][C:25](/[CH:28]=[CH:29]/[C:30]([OH:39])([C:35]([F:38])([F:37])[F:36])[C:31]([F:33])([F:32])[F:34])=[C:24]([CH3:40])[CH:23]=1)[CH2:41][CH3:42])[CH3:21] |f:0.1,3.4|. Solvent: CO.O1CCCC1 (methanol tetrahydrofuran). Procedure: A 1 N sodium hydroxide aqueous solution (0.065 mL, 0.065 mmol) was added to a solution of (4′-{1-ethyl-1-[3-methyl-4-((E)-4,4,4-trifluoro-3-hydroxy-3-trifluoromethyl-1-butenyl)-phenyl]-propyl}-2′-methyl-biphenyl-3-yl)acetic acid methyl ester (Example 71-(1); 12.8 mg, 0.022 mmol) in methanol-tetrahydrofuran (1:1, 1 mL), and the mixture was stirred at 60° C. for one hour. Then, the reaction mixture was concentrated under reduced pressure. The resulting residue was purified by silica gel chromatogr... Conditions: temperature 60 celsius, time 1 hour. The yield is 95.1%. Starting materials: C(C1=CC=CC=C1)C(C(=O)NC(CC(C)C)C(=O)N(NC)C)NC(=O)C1=NC=CN=C1 (N2-[1-benzyl-2-(1-[(1,2-dimethylhydrazino)carbonyl]-3-methylbutylamino)-2-oxoethyl]-2-pyrazinecarboxamide), C(C)(=O)[O-].[Na+] (sodium acetate), N#CBr (Cyanogen bromide). The solvent is CO (methanol). Conditions: time 4 hour. Product: C(C1=CC=CC=C1)C(C(=O)NC(CC(C)C)C(=O)N(N(C)C#N)C)NC(=O)C1=NC=CN=C1 (N2-[1-benzyl-2-(1-[(2-cyano-1,2-dimethylhydrazino)carbonyl]-3-methylbutylamino)-2-oxoethyl]-2-pyrazinecarboxamide). The yield is 64.5%. Reaction SMILES: [CH2:1]([CH:8]([NH:23][C:24]([C:26]1[CH:31]=[N:30][CH:29]=[CH:28][N:27]=1)=[O:25])[C:9]([NH:11][CH:12]([C:17]([N:19]([CH3:22])[NH:20][CH3:21])=[O:18])[CH2:13][CH:14]([CH3:16])[CH3:15])=[O:10])[C:2]1[CH:7]=[CH:6][CH:5]=[CH:4][CH:3]=1.C([O-])(=O)C.[Na+].[N:37]#[C:38]Br>CO>[CH2:1]([CH:8]([NH:23][C:24]([C:26]1[CH:31]=[N:30][CH:29]=[CH:28][N:27]=1)=[O:25])[C:9]([NH:11][CH:12]([C:17]([N:19]([CH3:22])[N:20]([C:38]#[N:37])[CH3:21])=[O:18])[CH2:13][CH:14]([CH3:16])[CH3:15])=[O:10])[C:2]1[CH:7]=[CH:6][CH:5]=[CH:4][CH:3]=1 |f:1.2|. Reported procedure: N2-[1-benzyl-2-(1-[(1,2-dimethylhydrazino)carbonyl]-3-methylbutylamino)-2-oxoethyl]-2-pyrazinecarboxamide (100 mg, 0.23 mmol) and sodium acetate (53 mg, 0.64 mmol) were dissolved in methanol (1 mL). Cyanogen bromide (49 mg, 0.46 mmol) was added and the solution was stirred for 4 h. Methanol was concentrated by rotary evaporation. The pH value was adjusted (5% NaHSO3) to 1-2. The solution was extracted by EtOAc, and washed with water and brine. The organic layer was dried over Na2SO4, filtered, a...